This data is from the Open Reaction Database (ORD), a public repository of structured organic reaction records. The task is: describe an organic reaction: reactants, conditions, products, and yield Starting materials: COC1=CC=C(CO)C=C1 (4-methoxybenzylalcohol), [H-].[Na+] (NaH), ClC1=NC(=CC=2N=CN(C(C21)=O)C)Cl (5,7-dichloro-3-methylpyrido[4,3-d]pyrimidin-4(3H)-one). Run in CN(C)C=O (DMF). Run at temperature 80 celsius. Yields the product ClC1=CC=2N=CN(C(C2C(=N1)OCC1=CC=C(C=C1)OC)=O)C (7-chloro-5-(4-methoxybenzyloxy)-3-methylpyrido[4,3-d]pyrimidin-4(3H)-one). Reaction SMILES: [CH3:1][O:2][C:3]1[CH:10]=[CH:9][C:6]([CH2:7][OH:8])=[CH:5][CH:4]=1.[H-].[Na+].Cl[C:14]1[C:23]2[C:22](=[O:24])[N:21]([CH3:25])[CH:20]=[N:19][C:18]=2[CH:17]=[C:16]([Cl:26])[N:15]=1>CN(C=O)C>[Cl:26][C:16]1[N:15]=[C:14]([O:8][CH2:7][C:6]2[CH:9]=[CH:10][C:3]([O:2][CH3:1])=[CH:4][CH:5]=2)[C:23]2[C:22](=[O:24])[N:21]([CH3:25])[CH:20]=[N:19][C:18]=2[CH:17]=1 |f:1.2|. Procedure: To a solution of 4-methoxybenzylalcohol (596 μL, 4.78 mmol) in anhydrous DMF (20 mL) was added NaH (208 mg, 60% dispersion in mineral oil, 5.20 mmol) at 0° C. The mixture was stirred at 0° C. for 10 minutes before 5,7-dichloro-3-methylpyrido[4,3-d]pyrimidin-4(3H)-one (1.00 g, 4.35 mmol) was slowly added. The resulting mixture was heated at 80° C. overnight, cooled down, quenched with H2O (200 mL), and extracted with EtOAc (3×100 mL). The combined organic layer was dried over MgSO4 and evaporated... Starting materials: NC1=C(C=C(C=C1)Br)NC1CN(C1)C(=O)OC(C)(C)C (tert-butyl 3-((2-amino-5-bromophenyl)amino)azetidine-1-carboxylate), C(OC)(OC)OC (HC(OCH3)3). Reagents/catalysts: Cl (HCl). Solvent: CN(C)C=O (DMF). Conditions: time 16 hour. The product is BrC=1C=CC2=C(N(C=N2)C2CN(C2)C(=O)OC(C)(C)C)C1 (tert-butyl 3-(6-bromo-1H-benzo[d]imidazol-1-yl)azetidine-1-carboxylate). The yield is 80.0%. RXN SMILES: [NH2:1][C:2]1[CH:7]=[CH:6][C:5]([Br:8])=[CH:4][C:3]=1[NH:9][CH:10]1[CH2:13][N:12]([C:14]([O:16][C:17]([CH3:20])([CH3:19])[CH3:18])=[O:15])[CH2:11]1.[CH:21](OC)(OC)OC>CN(C=O)C.Cl>[Br:8][C:5]1[CH:6]=[CH:7][C:2]2[N:1]=[CH:21][N:9]([CH:10]3[CH2:13][N:12]([C:14]([O:16][C:17]([CH3:20])([CH3:19])[CH3:18])=[O:15])[CH2:11]3)[C:3]=2[CH:4]=1. Procedure: To a solution of tert-butyl 3-((2-amino-5-bromophenyl)amino)azetidine-1-carboxylate (320 mg, 0.938 mmol), HC(OCH3)3 (5 mL) in DMF (10 mL) was added concentrated HCl (two drops). The reaction mixture was stirred at room temperature for 16 h then concentrated and diluted with DCM (50 mL) and washed with saturated NaHCO3 solution (25 mL). The organic layer was washed with water (50 mL) and dried over anhydrous Na2SO4 and filtered. The filtrate was concentrated to yield a crude desired product (250 ...